Task: describe an organic reaction: reactants, conditions, products, and yield. Dataset: the Open Reaction Database (ORD), a public repository of structured organic reaction records Starting materials: NS(=O)(=O)N(C(OC(C)(C)C)=O)C[C@H]1[C@H](C[C@@H](C1)OC1=NC=NC(=C1)N[C@H]1[C@H](CC2=CC=CC=C12)OC)O (tert-butyl (aminosulfonyl)({(1S,2S,4R)-2-hydroxy-4-[(6-{[(1R,2S)-2-methoxy-2,3-dihydro-1H-inden-1-yl]amino}pyrimidin-4-yl)oxy]cyclopentyl}-methyl)carbamate), FC(C(=O)O)(F)F (trifluoroacetic acid). Run in C1(=CC=CC=C1)C (toluene), C(Cl)Cl (CH2Cl2). Run at time 15 minute. Yields the product O[C@@H]1[C@@H](C[C@H](C1)OC1=NC=NC(=C1)N[C@H]1[C@H](CC2=CC=CC=C12)OC)CNS(=O)(=O)N (N-({(1S,2S,4R)-2-hydroxy-4-[(6-{[(1R,2S)-2-methoxy-2,3-dihydro-1H-inden-1-yl]-amino}pyrimidin-4-yl)oxy]cyclopentyl}methyl)sulfamide). Yield: 84.3%. As a reaction SMILES: [NH2:1][S:2]([N:5]([CH2:13][C@@H:14]1[CH2:18][C@@H:17]([O:19][C:20]2[CH:25]=[C:24]([NH:26][C@@H:27]3[C:35]4[C:30](=[CH:31][CH:32]=[CH:33][CH:34]=4)[CH2:29][C@@H:28]3[O:36][CH3:37])[N:23]=[CH:22][N:21]=2)[CH2:16][C@@H:15]1[OH:38])C(=O)OC(C)(C)C)(=[O:4])=[O:3].FC(F)(F)C(O)=O>C(Cl)Cl.C1(C)C=CC=CC=1>[OH:38][C@H:15]1[CH2:16][C@H:17]([O:19][C:20]2[CH:25]=[C:24]([NH:26][C@@H:27]3[C:35]4[C:30](=[CH:31][CH:32]=[CH:33][CH:34]=4)[CH2:29][C@@H:28]3[O:36][CH3:37])[N:23]=[CH:22][N:21]=2)[CH2:18][C@H:14]1[CH2:13][NH:5][S:2]([NH2:1])(=[O:4])=[O:3]. Procedure details: To a solution of tert-butyl (aminosulfonyl)({(1S,2S,4R)-2-hydroxy-4-[(6-{[(1R,2S)-2-methoxy-2,3-dihydro-1H-inden-1-yl]amino}pyrimidin-4-yl)oxy]cyclopentyl}-methyl)carbamate (34.5 mg, 0.0000628 mol) in CH2Cl2 (1.4 mL) was added trifluoroacetic acid (0.70 mL, 0.0091 mol) and the mixture was stirred for 15 minutes. The mixture was diluted with toluene and evaporated to dryness. The residue was purified by flash chromatography (0 to 10% MeOH/CH2Cl2) to obtain 23.8 mg (84%) of the title compound as a... Reactants: C(C)(C)(C)N (tert.-butylamine), ClC1=NC2=C(C(=C(C=C2C=C1C(=O)C(C(=O)OCC)=CN(C)C)F)F)F (ethyl 2-(2-chloro-6,7,8-trifluoroquinoline-3-carbonyl)-3-dimethylaminoacrylate), C1CCC2=NCCCN2CC1 (DBU). Run in C(C)O (ethanol), ClC(Cl)Cl (trichloromethane). Run at temperature 20 celsius, time 4 hour. Yields the product C(C)OC(=O)C=1C(C=2C=C3C(=NC2N(C1)C(C)(C)C)C(=C(C(=C3)F)F)F)=O (3-ethoxycarbonyl-7,8,9-trifluoro-4-oxo-1-tert.-butyl-1,4-dihydro-benzo[b][1,8]naphthyridine). Isolated yield 83.0%. Reaction SMILES: [C:1]([NH2:5])([CH3:4])([CH3:3])[CH3:2].Cl[C:7]1[C:16]([C:17]([C:19](=[CH:25]N(C)C)[C:20]([O:22][CH2:23][CH3:24])=[O:21])=[O:18])=[CH:15][C:14]2[C:9](=[C:10]([F:31])[C:11]([F:30])=[C:12]([F:29])[CH:13]=2)[N:8]=1.C1CCN2C(=NCCC2)CC1>ClC(Cl)Cl.C(O)C>[CH2:23]([O:22][C:20]([C:19]1[C:17](=[O:18])[C:16]2[CH:15]=[C:14]3[CH:13]=[C:12]([F:29])[C:11]([F:30])=[C:10]([F:31])[C:9]3=[N:8][C:7]=2[N:5]([C:1]([CH3:4])([CH3:3])[CH3:2])[CH:25]=1)=[O:21])[CH3:24]. Reported procedure: 9.5 g of tert.-butylamine are added at a temperature of about 20° C., in the course of 5 minutes, to a stirred solution of 11.7 g of ethyl 2-(2-chloro-6,7,8-trifluoroquinoline-3-carbonyl)-3-dimethylaminoacrylate in 150 cm3 of trichloromethane at the same temperature. After stirring for 4 hours at about 20° C., the solution is concentrated to dryness under reduced pressure (20 kPa) at about 50° C. The residue obtained is taken up in 100 cm3 of ethanol. 5 g of DBU are added to the solution obtaine...